Dataset: the Open Reaction Database (ORD), a public repository of structured organic reaction records. Task: describe an organic reaction: reactants, conditions, products, and yield Starting materials: B1(OO1)[O-].O.O.O.O.[Na+] (Sodium perborate tetrahydrate), N1(CCSCC1)CCCOC1=CC=C(C=C1)C1(CCOCC1)C#N (4-[4-(3-Thiomorpholin-4-ylpropoxy)phenyl]tetrahydropyran-4-carbonitrile). Solvent: C(C)(=O)O (acetic acid). The product is O=S1CCN(CC1)CCCOC1=CC=C(C=C1)C1(CCOCC1)C#N (4-{4-[3-(1-Oxo-thiomorpholin-4-yl)-propoxy]-phenyl}-tetra-hydropyran-4-carbonitrile). Yield: 57.9%. RXN SMILES: B1([O-])OO1.[OH2:5].O.O.O.[Na+].[N:10]1([CH2:16][CH2:17][CH2:18][O:19][C:20]2[CH:25]=[CH:24][C:23]([C:26]3([C:32]#[N:33])[CH2:31][CH2:30][O:29][CH2:28][CH2:27]3)=[CH:22][CH:21]=2)[CH2:15][CH2:14][S:13][CH2:12][CH2:11]1>C(O)(=O)C>[O:5]=[S:13]1[CH2:14][CH2:15][N:10]([CH2:16][CH2:17][CH2:18][O:19][C:20]2[CH:21]=[CH:22][C:23]([C:26]3([C:32]#[N:33])[CH2:31][CH2:30][O:29][CH2:28][CH2:27]3)=[CH:24][CH:25]=2)[CH2:11][CH2:12]1 |f:0.1.2.3.4.5|. Procedure: Sodium perborate tetrahydrate (221 mg, 1.43 mmol) and glacial acetic acid (5 ml) was heated to 50 to 60° C. and 4-[4-(3-Thiomorpholin-4-ylpropoxy)phenyl]tetrahydropyran-4-carbonitrile (500 mg, 1.43 mmol) was added in one portion and the heating was maintained for 3 hours. The reaction mixture was cooled to ambient temperature and filtered. The filtrate was added to ice water (15 ml) and extracted with EtOAc (3×5 ml), which was discarded. The aqueous phase was basified to pH 8-9 with 2M sodium hy...